Dataset: the Open Reaction Database (ORD), a public repository of structured organic reaction records. Task: describe an organic reaction: reactants, conditions, products, and yield Reactants: CCOC(C)=O, COc1cc(C2CC(=O)NC(C)=C2C(=O)Nc2ccc3[nH]nc(Cl)c3c2)ccc1Cl, ClCCl, [Na+], [OH-], O. Yields the product CC1=C(C(=O)Nc2ccc3[nH]nc(Cl)c3c2)C(c2ccc(Cl)c(O)c2)CC(=O)N1. As a reaction SMILES: [CH3:36][CH2:37][O:38][C:39]([CH3:40])=[O:41].[Cl:1][c:2]1[n:3][nH:4][c:5]2[cH:6][cH:7][c:8]([NH:11][C:12](=[O:13])[C:14]3=[C:15]([CH3:30])[NH:16][C:17](=[O:29])[CH2:18][CH:19]3[c:20]3[cH:21][c:22]([O:27][CH3:28])[c:23]([Cl:26])[cH:24][cH:25]3)[cH:9][c:10]12.[Cl:33][CH2:34][Cl:35].[Na+:32].[OH-:31].[OH2:42]>>[Cl:1][c:2]1[n:3][nH:4][c:5]2[cH:6][cH:7][c:8]([NH:11][C:12](=[O:13])[C:14]3=[C:15]([CH3:30])[NH:16][C:17](=[O:29])[CH2:18][CH:19]3[c:20]3[cH:21][c:22]([OH:27])[c:23]([Cl:26])[cH:24][cH:25]3)[cH:9][c:10]12. Reactants: S(=O)([O-])S(=O)[O-].[Na+].[Na+] (sodium hydrosulfite), [O-]S(=O)S(=O)[O-].[Na+].[Na+] (Na2S2O4), S(=S)(=O)([O-])[O-].[Na+].[Na+] (sodium thiosulfate), S(=O)([O-])[O-].[Na+].[Na+] (sodium sulfite), S([O-])(O)=O.[Na+] (sodium bisulfite), S(=O)([O-])S(=O)[O-] (hydrosulfite). The product is O.O.S(=O)([O-])S(=O)[O-].[Na+].[Na+] (sodium hydrosulfite dihydrate). As a reaction SMILES: S(S([O-])=O)([O-])=[O:2].[Na+:7].[Na+].S([O-])([O-])(=[O:11])=S.[Na+].[Na+].S([O-])([O-])=O.[Na+].[Na+].S(=O)(O)[O-].[Na+].[S:27]([S:30]([O-:32])=[O:31])([O-:29])=[O:28]>>[OH2:2].[OH2:11].[S:27]([S:30]([O-:32])=[O:31])([O-:29])=[O:28].[Na+:7].[Na+:7] |f:0.1.2,3.4.5,6.7.8,9.10,12.13.14.15.16|. Reported procedure: The process of EXAMPLE 1 was run continuously with a sodium hydrosulfite solution feed containing 144.8 g/l of Na2S2O4, 11.6 g/l of sodium thiosulfate, 23.8 g/l of sodium sulfite, and 81.1 g/l of sodium bisulfite. The hydrosulfite solution was fed at a rate of 12 gallons per minute to the crystallizer of EXAMPLE 1 to produce a slurry of sodium hydrosulfite dihydrate crystals which was continuously fed to the hydrocyclone series. Product sized crystals were continuously conveyed to the centrifuge... The reactants are ( 2 ), C(C)(=O)O[C@H]1[C@@H](O[C@@H]([C@H]([C@@H]1OC(C)=O)OC(C)=O)COC(C)=O)C1=CC(=C(C=C1)Cl)CC=1SC(=CC1)C1=NC(=CC=C1)OCC (1-(2,3,4,6-tetra-O-acetyl-β-D-glucopyranosyl)-4-chloro-3-(5-(6-ethoxy-2-pyridyl)-2-thienylmethyl)benzene), [H-].[Na+] (sodium hydride). Run in C(C)O (ethanol), O1CCCC1 (tetrahydrofuran). Conditions: time 2 hour. The product is [C@@H]1([C@H](O)[C@@H](O)[C@H](O)[C@H](O1)CO)C1=CC(=C(C=C1)Cl)CC=1SC(=CC1)C1=NC(=CC=C1)OCC (1-(β-D-glucopyranosyl)-4-chloro-3-(5-(6-ethoxy-2-pyridyl)-2-thienylmethyl)benzene). The yield is 79.4%. RXN SMILES: C([O:4][C@@H:5]1[C@@H:10]([O:11]C(=O)C)[C@H:9]([O:15]C(=O)C)[C@@H:8]([CH2:19][O:20]C(=O)C)[O:7][C@H:6]1[C:24]1[CH:29]=[CH:28][C:27]([Cl:30])=[C:26]([CH2:31][C:32]2[S:33][C:34]([C:37]3[CH:42]=[CH:41][CH:40]=[C:39]([O:43][CH2:44][CH3:45])[N:38]=3)=[CH:35][CH:36]=2)[CH:25]=1)(=O)C.[H-].[Na+]>O1CCCC1.C(O)C>[C@@H:6]1([C:24]2[CH:29]=[CH:28][C:27]([Cl:30])=[C:26]([CH2:31][C:32]3[S:33][C:34]([C:37]4[CH:42]=[CH:41][CH:40]=[C:39]([O:43][CH2:44][CH3:45])[N:38]=4)=[CH:35][CH:36]=3)[CH:25]=2)[O:7][C@H:8]([CH2:19][OH:20])[C@@H:9]([OH:15])[C@H:10]([OH:11])[C@H:5]1[OH:4] |f:1.2|. Reported procedure: 1-(2,3,4,6-tetra-O-acetyl-β-D-glucopyranosyl)-3-(5-bromo-2-thienylmethyl)-4-chlorobenzene 71 obtained in Example 128-(4) and tri-n-butyl (6-ethoxy-2-pyridyl) tin (see WO 00/74681) were treated in a manner similar to Example 128-(5) to give 1-(2,3,4,6-tetra-O-acetyl-β-D-glucopyranosyl)-4-chloro-3-(5-(6-ethoxy-2-pyridyl)-2-thienylmethyl) benzene as colorless crystals. APCI-Mass m/Z 660/662 (M+H). (2) The above 1-(2,3,4,6-tetra-O-acetyl-β-D-glucopyranosyl)-4-chloro-3-(5-(6-ethoxy-2-pyridyl)-2-thien... Starting materials: CCn1ncc2c(-c3cncc(C)c3)c(C=O)c(COC)nc21, C1CCOC1, CCOC(=O)CP(=O)(OCC)OCC, [H-], [Na+], O. The product is CCOC(=O)C=Cc1c(COC)nc2c(cnn2CC)c1-c1cncc(C)c1. RXN SMILES: [CH2:17]([CH3:18])[n:19]1[n:20][cH:21][c:22]2[c:23]1[n:24][c:25]([CH2:37][O:38][CH3:39])[c:26]([CH:35]=[O:36])[c:27]2-[c:28]1[cH:29][n:30][cH:31][c:32]([CH3:34])[cH:33]1.[CH2:40]1[O:41][CH2:42][CH2:43][CH2:44]1.[CH3:3][CH2:4][O:5][C:6](=[O:7])[CH2:8][P:9]([O:10][CH2:11][CH3:12])([O:13][CH2:14][CH3:15])=[O:16].[H-:1].[Na+:2].[OH2:45]>>[CH3:3][CH2:4][O:5][C:6](=[O:7])[CH:8]=[CH:35][c:26]1[c:25]([CH2:37][O:38][CH3:39])[n:24][c:23]2[n:19]([CH2:17][CH3:18])[n:20][cH:21][c:22]2[c:27]1-[c:28]1[cH:29][n:30][cH:31][c:32]([CH3:34])[cH:33]1. Reactants: CCOC(=O)CBr, CN(C)C=O, CCN(C(C)C)C(C)C, COc1ccc(C#N)cc1S(=O)(=O)NCCc1ccc(Br)cc1N, O. Reaction SMILES: [Br:25][CH2:26][C:27](=[O:28])[O:29][CH2:30][CH3:31].[CH3:42][N:43]([CH3:44])[CH:45]=[O:46].[CH:32]([N:33]([CH2:34][CH3:35])[CH:36]([CH3:37])[CH3:38])([CH3:39])[CH3:40].[NH2:1][c:2]1[c:3]([CH2:9][CH2:10][NH:11][S:12](=[O:13])(=[O:14])[c:15]2[c:16]([O:23][CH3:24])[cH:17][cH:18][c:19]([C:21]#[N:22])[cH:20]2)[cH:4][cH:5][c:6]([Br:8])[cH:7]1.[OH2:41]>>[NH:1]([c:2]1[c:3]([CH2:9][CH2:10][NH:11][S:12](=[O:13])(=[O:14])[c:15]2[c:16]([O:23][CH3:24])[cH:17][cH:18][c:19]([C:21]#[N:22])[cH:20]2)[cH:4][cH:5][c:6]([Br:8])[cH:7]1)[CH2:26][C:27](=[O:28])[O:29][CH2:30][CH3:31]. The product is CCOC(=O)CNc1cc(Br)ccc1CCNS(=O)(=O)c1cc(C#N)ccc1OC. The reactants are BrC1=CC=C(C=C1)OC (4-bromoanisole), [Mg] (Magnesium), II (iodine), C1CCOC1 (THF), BrCCBr (1,2-dibromoethane). Reaction conditions: temperature 20 celsius, time 10 minute. Product: C(C1=CC=C(C=C1)OC)[Mg]Br (Anisylmagnesium Bromide). RXN SMILES: [Mg:1].II.[Br:4]CCBr.Br[C:9]1[CH:14]=CC(OC)=[CH:11][CH:10]=1.[CH2:17]1[CH2:21][O:20][CH2:19][CH2:18]1>>[CH2:11]([Mg:1][Br:4])[C:10]1[CH:18]=[CH:17][C:21]([O:20][CH3:19])=[CH:14][CH:9]=1. Procedure details: Magnesium (36 g, 1.5 mol), iodine (a few crystals) and THF (1 L) were heated under nitrogen, with stirring, at reflux for 15 min. The mixture was cooled to 20° C., stirring stopped, and 1,2-dibromoethane (2.5 ml) added. After an exothermic reaction was observed (a few min) stirring was restarted which was accompanied by a rise in temperature to 35° C. The mixture was cooled to 20° C. and 4-bromoanisole slowly added over 1 h at 14°-18° C. with cooling. Stirring was continued for 10 min after the ... Reactants: COCC=1C=C(C=CC1)[N+](=O)[O-] (3-(methoxymethyl)nitrobenzene), [N+](=O)([O-])C1=CC=CC=C1 (nitrobenzene). Reagents/catalysts: [Zn] (Zinc). Run in C(C)(=O)O (acetic acid). Conditions: time 18 hour. Product: COCC=1C=C(N)C=CC1 (3-(methoxymethyl)aniline). Yield: 99.1%. Reaction SMILES: [CH3:1][O:2][CH2:3][C:4]1[CH:5]=[C:6]([N+:10]([O-])=O)[CH:7]=[CH:8][CH:9]=1.[N+](C1C=CC=CC=1)([O-])=O>C(O)(=O)C.[Zn]>[CH3:1][O:2][CH2:3][C:4]1[CH:5]=[C:6]([CH:7]=[CH:8][CH:9]=1)[NH2:10]. Procedure details: EX-514B) The 3-(methoxymethyl)nitrobenzene (4.18 g, 25 mmol) from EX-514A was dissolved in 160 mL of acetic acid. Zinc dust (5 g, 76.5 mmol) was added, and the solution was stirred at room temperature for 18 hours, at which time HPLC analysis indicated that no 3-methoxymethyl)nitrobenzene starting material remained. The reaction mixture was filtered through celite and concentrated in vacuo. The residue was dissolved in ethyl acetate and washed with aqueous saturated sodium bicarbonate. The organ... The reactants are C(=O)(C(F)(F)F)O (TFA), O1CC(CC1)N1N=CC(=C1)C=1C=NC(=NC1)N (5-[1-(tetrahydrofuran-3-yl)-1H-pyrazol-4-yl]pyrimidin-2-amine), ClC(C=O)C1(CC1)C=1C=C2C=CC=NC2=CC1 (chloro(1-quinolin-6-ylcyclopropyl)acetaldehyde). Reaction SMILES: C(O)(C(F)(F)F)=O.[O:8]1[CH2:12][CH2:11][CH:10]([N:13]2[CH:17]=[C:16]([C:18]3[CH:19]=[N:20][C:21]([NH2:24])=[N:22][CH:23]=3)[CH:15]=[N:14]2)[CH2:9]1.Cl[CH:26]([C:29]1([C:32]2[CH:33]=[C:34]3[C:39](=[CH:40][CH:41]=2)[N:38]=[CH:37][CH:36]=[CH:35]3)[CH2:31][CH2:30]1)[CH:27]=O>>[O:8]1[CH2:12][CH2:11][CH:10]([N:13]2[CH:17]=[C:16]([C:18]3[CH:23]=[N:22][C:21]4[N:20]([C:26]([C:29]5([C:32]6[CH:33]=[C:34]7[C:39](=[CH:40][CH:41]=6)[N:38]=[CH:37][CH:36]=[CH:35]7)[CH2:31][CH2:30]5)=[CH:27][N:24]=4)[CH:19]=3)[CH:15]=[N:14]2)[CH2:9]1. Reported procedure: The title compound was prepared as a TFA salt from the condensation of 5-[1-(tetrahydrofuran-3-yl)-1H-pyrazol-4-yl]pyrimidin-2-amine and chloro(1-quinolin-6-ylcyclopropyl)acetaldehyde using a procedure analogous to that described for the synthesis of Example 7, Step 8. LCMS: (M+H)=423.1. Yields the product O1CC(CC1)N1N=CC(=C1)C=1C=NC=2N(C1)C(=CN2)C2(CC2)C=2C=C1C=CC=NC1=CC2 (6-(1-{6-[1-(tetrahydrofuran-3-yl)-1H-pyrazol-4-yl]imidazo[1,2-a]pyrimidin-3-yl}cyclopropyl)quinoline). Reactants: Cc1ccccc1, O=Cc1ccccc1, [Li+], NCCCCC(N)C(=O)O, [OH-]. Product: NC(CCCCN=Cc1ccccc1)C(=O)O. As a reaction SMILES: [CH3:19][c:20]1[cH:21][cH:22][cH:23][cH:24][cH:25]1.[CH:11](=[O:12])[c:13]1[cH:14][cH:15][cH:16][cH:17][cH:18]1.[Li+:26].[NH2:1][CH2:2][CH2:3][CH2:4][CH2:5][CH:6]([NH2:7])[C:8]([OH:9])=[O:10].[OH-:27]>>[N:1]([CH2:2][CH2:3][CH2:4][CH2:5][CH:6]([NH2:7])[C:8]([OH:9])=[O:10])=[CH:11][c:13]1[cH:14][cH:15][cH:16][cH:17][cH:18]1. Starting materials: CC(C)(C)C(=O)Cl, Cc1cn(C2(F)OC(CO)C(O)C2(F)F)c(=O)[nH]c1=O, O, c1ccncc1. Yields the product Cc1cn(C2(F)OC(C(O)C(=O)C(C)(C)C)C(O)C2(F)F)c(=O)[nH]c1=O. RXN SMILES: [C:21]([C:22]([CH3:23])([CH3:24])[CH3:25])(=[O:26])[Cl:27].[F:1][C:2]1([F:20])[C:3]([n:10]2[c:11](=[O:12])[nH:13][c:14](=[O:15])[c:16]([CH3:17])[cH:18]2)([F:19])[O:4][CH:5]([CH2:8][OH:9])[CH:6]1[OH:7].[OH2:28].[cH:29]1[cH:30][cH:31][n:32][cH:33][cH:34]1>>[F:1][C:2]1([F:20])[C:3]([n:10]2[c:11](=[O:12])[nH:13][c:14](=[O:15])[c:16]([CH3:17])[cH:18]2)([F:19])[O:4][CH:5]([CH:8]([OH:9])[C:21]([C:22]([CH3:23])([CH3:24])[CH3:25])=[O:26])[CH:6]1[OH:7].